Dataset: the Open Reaction Database (ORD), a public repository of structured organic reaction records. Task: describe an organic reaction: reactants, conditions, products, and yield Reactants: NC1=C(C=NN1C1=CC=C(C=C1)F)C(=O)NCC(C(F)(F)F)(O)CN(CC1=CC=CC=C1)CC (5-amino-N-(2-{[ethyl(phenylmethyl)amino]methyl}-3,3,3-trifluoro-2-hydroxypropyl)-1-(4-fluorophenyl)-1H-pyrazole-4-carboxamide), [H][H] (hydrogen). Reagents/catalysts: [OH-].[OH-].[Pd+2] (Pearlman's catalyst). Run in C(C)O (ethanol). Product: NC1=C(C=NN1C1=CC=C(C=C1)F)C(=O)NCC(C(F)(F)F)(O)CNCC (5-Amino-N-{2-[(ethylamino)methyl]-3,3,3-trifluoro-2-hydroxypropyl}-1-(4-fluorophenyl)-1H-pyrazole-4-carboxamide). Isolated yield 98.9%. RXN SMILES: [NH2:1][C:2]1[N:6]([C:7]2[CH:12]=[CH:11][C:10]([F:13])=[CH:9][CH:8]=2)[N:5]=[CH:4][C:3]=1[C:14]([NH:16][CH2:17][C:18]([CH2:24][N:25](CC)[CH2:26][C:27]1C=CC=CC=1)([OH:23])[C:19]([F:22])([F:21])[F:20])=[O:15].[H][H]>C(O)C.[OH-].[OH-].[Pd+2]>[NH2:1][C:2]1[N:6]([C:7]2[CH:8]=[CH:9][C:10]([F:13])=[CH:11][CH:12]=2)[N:5]=[CH:4][C:3]=1[C:14]([NH:16][CH2:17][C:18]([CH2:24][NH:25][CH2:26][CH3:27])([OH:23])[C:19]([F:22])([F:21])[F:20])=[O:15] |f:3.4.5|. Procedure: A solution of 5-amino-N-(2-{[ethyl(phenylmethyl)amino]methyl}-3,3,3-trifluoro-2-hydroxypropyl)-1-(4-fluorophenyl)-1H-pyrazole-4-carboxamide (0.39 g, 0.813 mmol) in ethanol (35 ml) was stirred under an atmosphere of hydrogen over Pearlman's catalyst (45 mg) for 7 hours (32 ml of hydrogen taken up). The catalyst was filtered off and the filtrate was evaporated to give the title compound (0.313 g) as a white solid. Procedure: 160 g (732.9 mmol) of (2S)-cyclopentyl-(4-methylphenyl)acetic acid were initially charged in 480 ml of dichloromethane, and 2.1 ml of sulfuric acid and 172 ml (1722.4 mmol) of condensed 2-methylprop-1-ene were added at 10° C. The mixture was stirred at RT overnight. If required, the addition of sulfuric acid and 2-methylprop-1-ene was repeated until all the starting material had been consumed. After the reaction had ended, 21 g of potassium carbonate were added and the mixture was stirred for an... The product is C1(CCCC1)[C@H](C(=O)OC(C)(C)C)C1=CC=C(C=C1)C (tert-Butyl(2S)-cyclopentyl-(4-methylphenyl)acetate). Run in ClCCl (dichloromethane). Reaction SMILES: [CH:1]1([C@@H:6]([C:10]2[CH:15]=[CH:14][C:13]([CH3:16])=[CH:12][CH:11]=2)[C:7]([OH:9])=[O:8])[CH2:5][CH2:4][CH2:3][CH2:2]1.S(=O)(=O)(O)O.[CH3:22][C:23]([CH3:25])=[CH2:24]>ClCCl>[CH:1]1([C@@H:6]([C:10]2[CH:15]=[CH:14][C:13]([CH3:16])=[CH:12][CH:11]=2)[C:7]([O:9][C:23]([CH3:25])([CH3:24])[CH3:22])=[O:8])[CH2:5][CH2:4][CH2:3][CH2:2]1. Conditions: time 8 hour. Starting materials: C1(CCCC1)[C@H](C(=O)O)C1=CC=C(C=C1)C ((2S)-cyclopentyl-(4-methylphenyl)acetic acid), S(O)(O)(=O)=O (sulfuric acid), CC(=C)C (2-methylprop-1-ene), S(O)(O)(=O)=O (sulfuric acid), CC(=C)C (2-methylprop-1-ene).